Dataset: the Open Reaction Database (ORD), a public repository of structured organic reaction records. Task: describe an organic reaction: reactants, conditions, products, and yield The reactants are C(CC)S(=O)C1=NNC=N1 (3-propylsulphinyl-1,2,4-triazole), C(CC)N(C(=O)Cl)CCC (dipropylcarbamoyl chloride), O1CCCC1 (tetrahydrofuran). The solvent is C(C)N(CC)CC (triethylamine). Yields the product C(CC)N(C(=O)N1N=C(N=C1)S(=O)CCC)CCC (1-dipropylcarbamoyl-3-propylsulphinyl-1,2,4-triazole). As a reaction SMILES: [CH2:1]([S:4]([C:6]1[N:10]=[CH:9][NH:8][N:7]=1)=[O:5])[CH2:2][CH3:3].[CH2:11]([N:14]([CH2:18][CH2:19][CH3:20])[C:15](Cl)=[O:16])[CH2:12][CH3:13].O1CCCC1>C(N(CC)CC)C>[CH2:11]([N:14]([CH2:18][CH2:19][CH3:20])[C:15]([N:8]1[CH:9]=[N:10][C:6]([S:4]([CH2:1][CH2:2][CH3:3])=[O:5])=[N:7]1)=[O:16])[CH2:12][CH3:13]. Procedure details: A mixture of 4.8 g. 3-propylsulphinyl-1,2,4-triazole, 6.0 ml. dipropylcarbamoyl chloride, 25 ml. dry tetrahydrofuran and 7.5 ml. dry triethylamine was refluxed under anhydrous conditions for 2 hours. The cooled reaction mixture was filtered and the filtrate distilled under reduced pressure to give an oily residue which crystallized on trituration with petroleum ether (b.p. 60° - 80° C.). The resulting solid product was recrystallized from petroleum ether (b.p. 60° - 80° C.) to give 1-dipropylcar... Reactants: S(=O)(Cl)Cl (thionyl chloride), ice water, C(C=1C(N)=CC=CC1)(=O)OC (methyl anthranilate), C([O-])([O-])=O.[K+].[K+] (potassium carbonate). Reaction conditions: time 5 minute. The product is COCCC(=O)NC=1C(C(=O)OC)=CC=CC1 (methyl N-(3-methoxypropanoyl)anthranilate). Isolated yield 74.2%. RXN SMILES: S(Cl)(Cl)=O.[C:5]([O:14][CH3:15])(=[O:13])[C:6]1[C:7](=[CH:9][CH:10]=[CH:11][CH:12]=1)[NH2:8].[C:16](=[O:19])([O-])[O-].[K+].[K+]>>[CH3:15][O:14][CH2:5][CH2:6][C:16]([NH:8][C:7]1[C:6](=[CH:12][CH:11]=[CH:10][CH:9]=1)[C:5]([O:14][CH3:15])=[O:13])=[O:19] |f:2.3.4|. Procedure: To a suspension of 12.6 g (100 mmol) of the sodium salt obtained in the above (i) in 100 ml of benzene was dropwise added 8.0 ml (110 mmol) of thionyl chloride under stirring at room temperature for a period of 5 min. The mixture was then heated under reflux for 30 min. After chilling with ice, insolubles were removed by filtration. To the filtrate were added 15.1 g (100 mmol) of methyl anthranilate and 13.8 g (100 mmol) of potassium carbonate. The resulting mixture was then heated under reflux ... Reactants: [Cl-], Cl, C=CCOc1ccc([N+](=O)[O-])cc1, [Na+], [OH-]. Product: C=CCOc1ccc(N)cc1. Reaction SMILES: [Cl-:14].[ClH:17].[N+:1]([O-:2])(=[O:3])[c:4]1[cH:5][cH:6][c:7]([O:8][CH2:9][CH:10]=[CH2:11])[cH:12][cH:13]1.[Na+:16].[OH-:15]>>[NH2:1][c:4]1[cH:5][cH:6][c:7]([O:8][CH2:9][CH:10]=[CH2:11])[cH:12][cH:13]1. The reactants are C1(=CC=CC=C1)C(C1=CC=CC=C1)OC(=O)C12C(=CC3C2(CC2C(CCC2C1(C3)C=O)C)COC31OC2C(O3)OC(C2OCC)C1O)C(C)C (8a-[[[6-(ethoxy)tetrahydro-7-hydroxy-2,5-methanofuro[2,3-d]-1,3-dioxol-2-yl]oxy]methyl]-4-formyl-4,4a,5,6,7,7a,8,8a-octahydro-7-methyl-3-(1-methylethyl)-1,4-methano-s-indacene-3a(1H)-carboxylic acid diphenylmethyl ester). The reagents and catalysts are [C].[Pd] (palladium-carbon). Run in C(C)(=O)OCC (ethyl acetate). Product: C(C)OC1C2OC3OC(OC31)(C2O)OCC23CC1C(CCC1C1(C3(C(=CC2C1)C(C)C)C(=O)O)C=O)C (8a-[[[6-(ethoxy)tetrahydro-7-hydroxy-2,5-methanofuro[2,3-d]-1,3-dioxol-2-yl]oxy]methyl]-4-formyl-4,4a,5,6,7,7a,8,8a-octahydro-7-methyl-3-(1-methylethyl)-1,4-methano-s-indacene-3a(1H)-carboxylic acid). The yield is 62.3%. RXN SMILES: C1(C([O:14][C:15]([C:17]23[C:28]4([CH:30]=[O:31])[CH2:29][CH:20]([C:21]2([CH2:33][O:34][C:35]25[CH:46]([OH:47])[CH:41]6[CH:42]([O:43][CH2:44][CH3:45])[CH:37]([CH:38]([O:40]6)[O:39]2)[O:36]5)[CH2:22][CH:23]2[CH:27]4[CH2:26][CH2:25][CH:24]2[CH3:32])[CH:19]=[C:18]3[CH:48]([CH3:50])[CH3:49])=[O:16])C2C=CC=CC=2)C=CC=CC=1>C(OCC)(=O)C.[C].[Pd]>[CH2:44]([O:43][CH:42]1[CH:37]2[CH:38]3[O:39][C:35]([O:34][CH2:33][C:21]45[CH:20]6[CH2:29][C:28]([CH:30]=[O:31])([C:17]4([C:15]([OH:16])=[O:14])[C:18]([CH:48]([CH3:50])[CH3:49])=[CH:19]6)[CH:27]4[CH:23]([CH:24]([CH3:32])[CH2:25][CH2:26]4)[CH2:22]5)([CH:46]([OH:47])[CH:41]1[O:40]3)[O:36]2)[CH3:45] |f:2.3|. Procedure details: 21.2 mg of compound (28) was dissolved in 6 ml of ethyl acetate and stirred together with a catalytic amount of 10% palladium-carbon under a hydrogen atmosphere at room temperature for 50 minutes. The reaction solution was filtered, and the filtrate was concentrated in vacuo. The reaction product was dissolved in 4 ml of methanol and washed with 4 ml of n-hexane twice. The methanol layer was concentrated in vacuo to give 10.0 mg of compound (29) as a colorless oily substance. The reactants are BrC=1C(=C2C(=NC1)NC=C2NC(=O)C2=NC1=CC=CC=C1N=C2)N2C[C@@H](CCC2)NC(OC(C)(C)C)=O ((R)-tert-Butyl 1-(5-bromo-3-(quinoxaline-2-carboxamido)-1H-pyrrolo[2,3-b]pyridin-4-yl)piperidin-3-ylcarbamate), C(=O)(C(F)(F)F)O (TFA), C(Cl)Cl (DCM). Reaction conditions: time 1 hour. Product: Cl.N[C@H]1CN(CCC1)C1=C2C(=NC=C1Br)NC=C2NC(=O)C2=NC1=CC=CC=C1N=C2 ((R)—N-(4-(3-aminopiperidin-1-yl)-5-bromo-1H-pyrrolo[2,3-b]pyridin-3-yl)quinoxaline-2-carboxamide hydrochloride). Isolated yield 18.0%. As a reaction SMILES: [Br:1][C:2]1[C:3]([N:24]2[CH2:29][CH2:28][CH2:27][C@@H:26]([NH:30]C(=O)OC(C)(C)C)[CH2:25]2)=[C:4]2[C:10]([NH:11][C:12]([C:14]3[CH:23]=[N:22][C:21]4[C:16](=[CH:17][CH:18]=[CH:19][CH:20]=4)[N:15]=3)=[O:13])=[CH:9][NH:8][C:5]2=[N:6][CH:7]=1.C(O)(C(F)(F)F)=O.C(Cl)[Cl:46]>>[ClH:46].[NH2:30][C@@H:26]1[CH2:27][CH2:28][CH2:29][N:24]([C:3]2[C:2]([Br:1])=[CH:7][N:6]=[C:5]3[NH:8][CH:9]=[C:10]([NH:11][C:12]([C:14]4[CH:23]=[N:22][C:21]5[C:16](=[CH:17][CH:18]=[CH:19][CH:20]=5)[N:15]=4)=[O:13])[C:4]=23)[CH2:25]1 |f:3.4|. Procedure details: (R)-tert-Butyl 1-(5-bromo-3-(quinoxaline-2-carboxamido)-1H-pyrrolo[2,3-b]pyridin-4-yl)piperidin-3-ylcarbamate (0.040 g, 0.071 mmol) was placed in DCM (3 mL) at room temperature. TFA (1 mL) was then added. The reaction was stirred at room temperature for 1 hour and concentrated to dryness to give the crude product, which was purified by reverse phase HPLC (0-50% ACN in water, Gilson system). The purified product was then dissolved in DCM (with minimal MeOH to aid solubility) and added dropwise to... Reactants: COC(=O)c1ccc(C(=O)OC)cc1, CCCCCCCCCCCCN, CCCCCCCCCCCCN(CCCCCCCCCCCC)C(=O)c1ccc(C(=O)O)cc1, CO. Product: CCCCCCCCCCCCNC(=O)c1ccc(C(=O)OC)cc1. RXN SMILES: [C:1]([c:2]1[cH:3][cH:4][c:5]([C:6]([O:8][CH3:7])=[O:9])[cH:10][cH:11]1)(=[O:12])[O:13][CH3:14].[CH2:15]([CH2:16][CH2:17][CH2:18][CH2:19][CH2:20][CH2:21][CH2:22][CH2:23][CH2:24][CH2:25][CH3:26])[NH2:27].[CH2:28]([N:29]([CH2:30][CH2:31][CH2:32][CH2:33][CH2:34][CH2:35][CH2:36][CH2:37][CH2:38][CH2:39][CH2:40][CH3:41])[C:42](=[O:43])[c:44]1[cH:45][cH:46][c:47]([C:48]([OH:49])=[O:50])[cH:51][cH:52]1)[CH2:53][CH2:54][CH2:55][CH2:56][CH2:57][CH2:58][CH2:59][CH2:60][CH2:61][CH2:62][CH3:63].[CH3:64][OH:65]>>[C:1]([c:2]1[cH:3][cH:4][c:5]([C:6](=[O:8])[NH:27][CH2:15][CH2:16][CH2:17][CH2:18][CH2:19][CH2:20][CH2:21][CH2:22][CH2:23][CH2:24][CH2:25][CH3:26])[cH:10][cH:11]1)(=[O:12])[O:13][CH3:14]. The reactants are C(#N)C=1C(=C(C=C(C1F)C)[C@@H]1CN2[C@H](CO1)CN(CC2)C(=O)OC(C)(C)C)C ((3R,9aS)-tert-butyl 3-(3-cyano-4-fluoro-2,5-dimethylphenyl)hexahydropyrazino[2,1-c][1,4]oxazine-8(1H)-carboxylate), FC1=CC=C(C(=C1C#N)C)[C@H]1CN2[C@@H](CO1)CNCC2 (6-fluoro-2-methyl-3-((3S,9aR)-octahydropyrazino[2,1-c][1,4]oxazin-3-yl)benzonitrile). The product is C(#N)C=1C(=C(C=C(C1F)C)[C@H]1CN2[C@@H](CO1)CN(CC2)C(=O)OC(C)(C)C)C ((3S,9aR)-tert-butyl 3-(3-cyano-4-fluoro-2,5-dimethylphenyl)hexahydropyrazino[2,1-c][1,4]oxazine-8(1H)-carboxylate). RXN SMILES: [C:1]([C:3]1[C:4]([CH3:28])=[C:5]([C@H:11]2[O:16][CH2:15][C@@H:14]3[CH2:17][N:18]([C:21]([O:23][C:24]([CH3:27])([CH3:26])[CH3:25])=[O:22])[CH2:19][CH2:20][N:13]3[CH2:12]2)[CH:6]=[C:7]([CH3:10])[C:8]=1[F:9])#[N:2].FC1C(C#N)=C(C)C([C@@H]2OC[C@H]3CNCCN3C2)=CC=1>>[C:1]([C:3]1[C:4]([CH3:28])=[C:5]([C@@H:11]2[O:16][CH2:15][C@H:14]3[CH2:17][N:18]([C:21]([O:23][C:24]([CH3:26])([CH3:25])[CH3:27])=[O:22])[CH2:19][CH2:20][N:13]3[CH2:12]2)[CH:6]=[C:7]([CH3:10])[C:8]=1[F:9])#[N:2]. Procedure details: The title compound was prepared in an analogous fashion to that described for the synthesis of (3R,9aS)-tert-butyl 3-(3-cyano-4-fluoro-2,5-dimethylphenyl)hexahydropyrazino[2,1-c][1,4]oxazine-8(1H)-carboxylate starting from 6-fluoro-2-methyl-3-((3S,9aR)-octahydropyrazino[2,1-c][1,4]oxazin-3-yl)benzonitrile.